From a dataset of the Open Reaction Database (ORD), a public repository of structured organic reaction records. describe an organic reaction: reactants, conditions, products, and yield The yield is 39.8%. Procedure: To ethyl-2-chloroacetoacetate(5.6 g) was added formamide(4.6 g). The reaction mixture was stirred at 120° C. for 12 hours, cooled to 0° C. and aqueous potassium carbonate was added thereto. The mixture was extracted with benzene, dried with anhydrous magnesium sulfate, and concentrated in vacuo to obtain the target product(2.1 g). As a reaction SMILES: [CH2:1]([O:3][C:4](=[O:10])[CH:5](Cl)[C:6]([CH3:8])=O)[CH3:2].[CH:11]([NH2:13])=[O:12].C(=O)([O-])[O-].[K+].[K+]>>[CH2:1]([O:3][C:4]([C:5]1[O:12][CH:11]=[N:13][C:6]=1[CH3:8])=[O:10])[CH3:2] |f:2.3.4|. Starting materials: C(C)OC(C(C(=O)C)Cl)=O (ethyl-2-chloroacetoacetate), C(=O)N (formamide), C([O-])([O-])=O.[K+].[K+] (potassium carbonate). Conditions: temperature 120 celsius, time 12 hour. Product: C(C)OC(=O)C1=C(N=CO1)C (4-methyl-5-oxazolecarboxylic acid ethyl ester).